From a dataset of the Open Reaction Database (ORD), a public repository of structured organic reaction records. describe an organic reaction: reactants, conditions, products, and yield Reactants: COC(=O)C1CCCC1C(=O)c1ccc(Br)cc1, O=C([O-])[O-], CCOC(C)=O, CCO, Cc1ccccc1, ClCCl, Nc1ccc(B(O)O)cc1, [Na+], [Na+]. Product: COC(=O)C1CCCC1C(=O)c1ccc(-c2ccc(N)cc2)cc1. Reaction SMILES: [Br:1][c:2]1[cH:3][cH:4][c:5]([C:6](=[O:7])[CH:8]2[CH:9]([C:13](=[O:14])[O:15][CH3:16])[CH2:10][CH2:11][CH2:12]2)[cH:17][cH:18]1.[C:29](=[O:30])([O-:31])[O-:32].[CH3:38][CH2:39][O:40][C:41]([CH3:42])=[O:43].[CH3:44][CH2:45][OH:46].[CH3:47][c:48]1[cH:49][cH:50][cH:51][cH:52][cH:53]1.[Cl:35][CH2:36][Cl:37].[NH2:19][c:20]1[cH:21][cH:22][c:23]([B:26]([OH:27])[OH:28])[cH:24][cH:25]1.[Na+:33].[Na+:34]>>[c:2]1(-[c:23]2[cH:22][cH:21][c:20]([NH2:19])[cH:25][cH:24]2)[cH:3][cH:4][c:5]([C:6](=[O:7])[CH:8]2[CH:9]([C:13](=[O:14])[O:15][CH3:16])[CH2:10][CH2:11][CH2:12]2)[cH:17][cH:18]1.